Dataset: the Open Reaction Database (ORD), a public repository of structured organic reaction records. Task: describe an organic reaction: reactants, conditions, products, and yield The reactants are OC1=COC=CC1=O (3-hydroxy-4-pyrone), CC(=O)C (acetone), compound. Run in O (water). The product is C(C1=CC=CC=C1)OC1=COC=CC1=O (3-Benzyloxy-4-pyrone), 2'-aminoethyl-3-hydroxypyrid-4-one. Isolated yield 34.0%. As a reaction SMILES: [OH:1][C:2]1[C:7](=[O:8])[CH:6]=[CH:5][O:4][CH:3]=1.[CH3:9][C:10]([CH3:12])=O>O>[CH2:9]([O:1][C:2]1[C:7](=[O:8])[CH:6]=[CH:5][O:4][CH:3]=1)[C:10]1[CH:12]=[CH:6][CH:7]=[CH:2][CH:3]=1. Procedure details: 3-Benzyloxy-4-pyrone is prepared from 3-hydroxy-4-pyrone as described by Spenser et al, Canadian Journal of Chemistry, 1962, 40, 1377 and has m.p. 82°-85° C. A mixture of this compound (1 g) and ethylenediamime (0.37 g) in water (12 ml) is heated under reflux for 1 hour. The reaction mixture is evaporated to dryness and the residue is treated with concentrated hydrochloric acid (12 ml) and the mixture is heated on a steam bath for 30 minutes. The excess acid and water are evaporated under reduce...